describe an organic reaction: reactants, conditions, products, and yield From a dataset of the Open Reaction Database (ORD), a public repository of structured organic reaction records. Starting materials: C(C)C=1NC2=CC=C(C=C2C1)F (2-ethyl-5-fluoro-1H-indole), N1CCC(CC1)=O (4-piperidone), [OH-].[Na+] (sodium hydroxide). Solvent: P(O)(O)(O)=O (phosphoric acid), C(C)(=O)O (acetic acid). Conditions: temperature 90 celsius, time 3 hour. The product is C(C)C=1NC2=CC=C(C=C2C1C=1CCNCC1)F (2-ethyl-5-fluoro-3-(1,2,3,6-tetrahydropyridin-4-yl)-1H-indole). The yield is 67.3%. Reaction SMILES: [CH2:1]([C:3]1[NH:4][C:5]2[C:10]([CH:11]=1)=[CH:9][C:8]([F:12])=[CH:7][CH:6]=2)[CH3:2].[NH:13]1[CH2:18][CH2:17][C:16](=O)[CH2:15][CH2:14]1.[OH-].[Na+]>C(O)(=O)C.P(=O)(O)(O)O>[CH2:1]([C:3]1[NH:4][C:5]2[C:10]([C:11]=1[C:16]1[CH2:17][CH2:18][NH:13][CH2:14][CH:15]=1)=[CH:9][C:8]([F:12])=[CH:7][CH:6]=2)[CH3:2] |f:2.3|. Procedure details: 2.83 g 2-ethyl-5-fluoro-1H-indole are suspended in 50 ml acetic acid and heated to 90° C. A suspension of 6.66 g 4-piperidone in 15 ml phosphoric acid 2N is added. The reaction mixture is stirred for 3 hours at 90° C., combined with sodium hydroxide solution and the product is extracted with ethyl acetate. 2.85 g product are obtained as a solid. The reactants are OC[C@H](C)OC1OCCCC1 ((S)-1-hydroxy-2-tetrahydropyranyloxypropane), [H-].[Na+] (sodium hydride), C(C1=CC=CC=C1)Br (benzyl bromide), CN(C=O)C (dimethylformamide). Run in O1CCCC1 (tetrahydrofuran), C1(=CC=CC=C1)C (toluene). Reaction conditions: temperature 70 celsius, time 2 hour. The product is C(C1=CC=CC=C1)OC[C@H](C)O ((S)-1-benzyloxy-2-hydroxypropane). The yield is 78.6%. Reaction SMILES: [OH:1][CH2:2][C@@H:3]([O:5]C1CCCCO1)[CH3:4].[H-].[Na+].CN(C)C=O.[CH2:19](Br)[C:20]1[CH:25]=[CH:24][CH:23]=[CH:22][CH:21]=1>O1CCCC1.C1(C)C=CC=CC=1>[CH2:19]([O:1][CH2:2][C@@H:3]([OH:5])[CH3:4])[C:20]1[CH:25]=[CH:24][CH:23]=[CH:22][CH:21]=1 |f:1.2|. Reported procedure: (S)-1-hydroxy-2-tetrahydropyranyloxypropane (120 g, 0.75 mol) prepared according to the method of C. Malanga et al, Synthetic Communications, 12,(1), 67-70 (1982)) was dropwise added to sodium hydride (44.8 g, 1.87 mol) in tetrahydrofuran (400 ml) (hereinafter abbreviated to THF), followed by adding dimethylformamide (hereinafter abbreviated to DMF) (200 ml), agitating the mixture for 2 hours, dropwise adding benzyl bromide (140.8 g, 0.82 mol) at 30° C. or lower, agitating the mixture at room te...